From a dataset of the Open Reaction Database (ORD), a public repository of structured organic reaction records. describe an organic reaction: reactants, conditions, products, and yield Starting materials: ClC=1C=CC=C2C=C(C(=NC12)C1=NC(=CC=C1)C)[C@H](C)N ((1S)-1-(8-chloro-2-(6-methylpyridin-2-yl)quinolin-3-yl)-ethanamine), C(CCC)O (1-butanol), BrC1=C2NC=NC2=NC=N1 (6-bromopurine), C(C)(C)N(C(C)C)CC (N,N-diisopropylethylamine). Reaction conditions: temperature 110 celsius. The product is ClC=1C=CC=C2C=C(C(=NC12)C1=NC(=CC=C1)C)[C@H](C)NC1=C2N=CNC2=NC=N1 (N—((S)-1-(8-Chloro-2-(6-methylpyridin-2-yl)quinolin-3-yl)ethyl)-9H-purin-6-amine). Reaction SMILES: [Cl:1][C:2]1[CH:3]=[CH:4][CH:5]=[C:6]2[C:11]=1[N:10]=[C:9]([C:12]1[CH:17]=[CH:16][CH:15]=[C:14]([CH3:18])[N:13]=1)[C:8]([C@@H:19]([NH2:21])[CH3:20])=[CH:7]2.C(O)CCC.Br[C:28]1[N:36]=[CH:35][N:34]=[C:33]2[C:29]=1[NH:30][CH:31]=[N:32]2.C(N(CC)C(C)C)(C)C>>[Cl:1][C:2]1[CH:3]=[CH:4][CH:5]=[C:6]2[C:11]=1[N:10]=[C:9]([C:12]1[CH:17]=[CH:16][CH:15]=[C:14]([CH3:18])[N:13]=1)[C:8]([C@@H:19]([NH:21][C:28]1[N:36]=[CH:35][N:34]=[C:33]3[C:29]=1[N:30]=[CH:31][NH:32]3)[CH3:20])=[CH:7]2. Reported procedure: To a stirred solution of (1S)-1-(8-chloro-2-(6-methylpyridin-2-yl)quinolin-3-yl)-ethanamine (146 mg, 0.49 mmol) in 1-butanol (5.4 mL, 59 mmol) was added 6-bromopurine (0.107 g, 0.54 mmol) and N,N-diisopropylethylamine (0.17 mL, 0.98 mmol) with heating (110° C.) overnight solvents were removed and the residue subjected to chromatography, gradient, 89:9:1 (DCM:MeOH:NH4OH). 1H NMR (400 MHz, DMSO-d6) δ ppm 12.84 (1H, br. s.), 8.67 (1H, s), 8.38 (1H, br. s.), 8.03-8.10 (1H, m), 7.84-7.98 (5H, m), 7.5... The reactants are CC(C(=O)O)(COC1=CC(=C(C=N1)C=1C=NC(=CC1)C=1N(C=C(N1)C(F)(F)F)COCC[Si](C)(C)C)C)C (2,2-dimethyl-3-({4-methyl-6′-[4-(trifluoromethyl)-1-{[2-(trimethylsilyl)ethoxy]methyl}-1H-imidazol-2-yl]-3,3′-bipyridin-6-yl}oxy)propanoic acid), [OH-].[Na+] (sodium hydroxide). The solvent is FC(C(=O)O)(F)F (trifluoroacetic acid), O (water). Run at time 7 hour. The product is CC(C(=O)O)(COC1=CC(=C(C=N1)C=1C=NC(=CC1)C=1NC(=CN1)C(F)(F)F)C)C (2,2-dimethyl-3-({4-methyl-6′-[5-(trifluoromethyl)-1H-imidazol-2-yl]-3,3′-bipyridin-6-yl}oxy)propanoic acid). Isolated yield 49.1%. Reaction SMILES: [CH3:1][C:2]([CH3:38])([CH2:6][O:7][C:8]1[N:13]=[CH:12][C:11]([C:14]2[CH:15]=[N:16][C:17]([C:20]3[N:21](COCC[Si](C)(C)C)[CH:22]=[C:23]([C:25]([F:28])([F:27])[F:26])[N:24]=3)=[CH:18][CH:19]=2)=[C:10]([CH3:37])[CH:9]=1)[C:3]([OH:5])=[O:4].[OH-].[Na+]>FC(F)(F)C(O)=O.O>[CH3:1][C:2]([CH3:38])([CH2:6][O:7][C:8]1[N:13]=[CH:12][C:11]([C:14]2[CH:15]=[N:16][C:17]([C:20]3[NH:24][C:23]([C:25]([F:28])([F:26])[F:27])=[CH:22][N:21]=3)=[CH:18][CH:19]=2)=[C:10]([CH3:37])[CH:9]=1)[C:3]([OH:5])=[O:4] |f:1.2|. Procedure details: In trifluoroacetic acid (2.0 mL) and water (0.1 mL) was dissolved 2,2-dimethyl-3-({4-methyl-6′-[4-(trifluoromethyl)-1-{[2-(trimethylsilyl)ethoxy]methyl}-1H-imidazol-2-yl]-3,3′-bipyridin-6-yl}oxy)propanoic acid (80 mg), and the solution was stirred at room temperature for 7 hours. To the solution was added 2N aqueous sodium hydroxide solution to make a pH of the same 2 to 3, and the resulting mixture was extracted with ethyl acetate. The extract was washed with a saturated brine, the organic laye... Reactants: [Br-], CC[Mg+], C#CC(OCC)OCC, C1CCOC1, CC1(C)OC(=O)C(=Cc2ccc(OC3CCCCO3)cc2)C(=O)O1. The product is CCOC(C#CC(c1ccc(OC2CCCCO2)cc1)C1C(=O)OC(C)(C)OC1=O)OCC. Reaction SMILES: [Br-:10].[CH2:11]([Mg+:12])[CH3:13].[CH2:1]([CH3:2])[O:3][CH:4]([C:5]#[CH:6])[O:7][CH2:8][CH3:9].[CH2:38]1[O:39][CH2:40][CH2:41][CH2:42]1.[CH3:14][C:15]1([CH3:37])[O:16][C:17](=[O:36])[C:18](=[CH:22][c:23]2[cH:24][cH:25][c:26]([O:29][CH:30]3[O:31][CH2:32][CH2:33][CH2:34][CH2:35]3)[cH:27][cH:28]2)[C:19](=[O:21])[O:20]1>>[CH2:1]([CH3:2])[O:3][CH:4]([C:5]#[C:6][CH:22]([CH:18]1[C:17](=[O:36])[O:16][C:15]([CH3:14])([CH3:37])[O:20][C:19]1=[O:21])[c:23]1[cH:24][cH:25][c:26]([O:29][CH:30]2[O:31][CH2:32][CH2:33][CH2:34][CH2:35]2)[cH:27][cH:28]1)[O:7][CH2:8][CH3:9]. Reactants: C1(=CC=CC=C1)C(N1CCC(CC1)=O)C1=CC=CC=C1 (N-(diphenylmethyl)4-piperidone), [H-].[Na+] (sodium hydride), C1CCOC1 (THF), C1CCOC1 (THF), C(C)OP(OCC)(=O)CC#N (diethyl-(cyanomethyl)-phosphonate), C1CCOC1 (THF). Solvent: O (water), C(C)OC(C)=O (acetic acid ethyl ester). Reaction conditions: time 30 minute. Product: C1(=CC=CC=C1)C(N1CCC(CC1)=CC#N)C1=CC=CC=C1 ((1-Diphenylmethylpiperidine-4-yliden)-acetonitrile). RXN SMILES: [H-].[Na+].C1COCC1.C(OP([CH2:16][C:17]#[N:18])(=O)OCC)C.[C:19]1([CH:25]([C:33]2[CH:38]=[CH:37][CH:36]=[CH:35][CH:34]=2)[N:26]2[CH2:31][CH2:30][C:29](=O)[CH2:28][CH2:27]2)[CH:24]=[CH:23][CH:22]=[CH:21][CH:20]=1>O.C(OC(=O)C)C>[C:19]1([CH:25]([C:33]2[CH:38]=[CH:37][CH:36]=[CH:35][CH:34]=2)[N:26]2[CH2:31][CH2:30][C:29](=[CH:16][C:17]#[N:18])[CH2:28][CH2:27]2)[CH:24]=[CH:23][CH:22]=[CH:21][CH:20]=1 |f:0.1|. Procedure details: 2.9 g (97 mmol) 80% sodium hydride are suspended in abs. THF and a solution of 21.5 g (121 mmol) diethyl-(cyanomethyl)-phosphonate in 150 ml abs. THF is added dropwise under light cooling. The mixture is subsequently stirred 30 minutes at RT and then a solution of 26.5 g (100 mmol) N-(diphenylmethyl)4-piperidone in 80 ml abs. THF is added dropwise. The suspension is left to stand overnight and subsequently added to 200 ml acetic acid ethyl ester and 100 ml water. The organic phase is separated a... Reactants: CC(=O)Cl, CCOCC, CCO, Fc1cccc2c(CCNCc3cccc(OCC(F)(F)F)c3)c[nH]c12. Yields the product Cl, Fc1cccc2c(CCNCc3cccc(OCC(F)(F)F)c3)c[nH]c12. RXN SMILES: [CH3:1][C:2]([Cl:3])=[O:4].[CH3:34][CH2:35][O:36][CH2:37][CH3:38].[CH3:5][CH2:6][OH:7].[F:8][c:9]1[cH:10][cH:11][cH:12][c:13]2[c:14]([CH2:18][CH2:19][NH:20][CH2:21][c:22]3[cH:23][c:24]([O:28][CH2:29][C:30]([F:31])([F:32])[F:33])[cH:25][cH:26][cH:27]3)[cH:15][nH:16][c:17]12>>[ClH:3].[F:8][c:9]1[cH:10][cH:11][cH:12][c:13]2[c:14]([CH2:18][CH2:19][NH:20][CH2:21][c:22]3[cH:23][c:24]([O:28][CH2:29][C:30]([F:31])([F:32])[F:33])[cH:25][cH:26][cH:27]3)[cH:15][nH:16][c:17]12. Starting materials: Cn1c(=O)c2c(ncn2Cc2ccc(C(=O)c3ccc(Cl)nc3)cc2)n(C)c1=O, C1CCN(C2CCNCC2)CC1, O, c1ccncc1. Product: Cn1c(=O)c2c(ncn2Cc2ccc(C(=O)c3ccc(N4CCC(N5CCCCC5)CC4)nc3)cc2)n(C)c1=O. As a reaction SMILES: [Cl:1][c:2]1[n:3][cH:4][c:5]([C:6](=[O:7])[c:8]2[cH:9][cH:10][c:11]([CH2:12][n:13]3[cH:14][n:15][c:16]4[n:17]([CH3:25])[c:18](=[O:24])[n:19]([CH3:23])[c:20](=[O:22])[c:21]34)[cH:26][cH:27]2)[cH:28][cH:29]1.[N:30]1([CH:36]2[CH2:37][CH2:38][NH:39][CH2:40][CH2:41]2)[CH2:31][CH2:32][CH2:33][CH2:34][CH2:35]1.[OH2:48].[cH:42]1[cH:43][cH:44][n:45][cH:46][cH:47]1>>[c:2]1([N:39]2[CH2:38][CH2:37][CH:36]([N:30]3[CH2:31][CH2:32][CH2:33][CH2:34][CH2:35]3)[CH2:41][CH2:40]2)[n:3][cH:4][c:5]([C:6](=[O:7])[c:8]2[cH:9][cH:10][c:11]([CH2:12][n:13]3[cH:14][n:15][c:16]4[n:17]([CH3:25])[c:18](=[O:24])[n:19]([CH3:23])[c:20](=[O:22])[c:21]34)[cH:26][cH:27]2)[cH:28][cH:29]1. Reactants: ClC=1C=C(C=NC1Cl)C(=O)N (5,6-dichloro-3-pyridinecarboxamide), COC(C)(N(C)C)OC (dimethylacetamide dimethyl acetal). Reaction conditions: temperature 120 celsius. The product is CN(C(C)=NC(=O)C=1C=NC(=C(C1)Cl)Cl)C (N-[1-(Dimethylamino)ethylidene]-5,6-dichloro-3-pyridinecarboxamide). Isolated yield 42.0%. RXN SMILES: [Cl:1][C:2]1[CH:3]=[C:4]([C:9]([NH2:11])=[O:10])[CH:5]=[N:6][C:7]=1[Cl:8].CO[C:14](OC)([N:16]([CH3:18])[CH3:17])[CH3:15]>>[CH3:17][N:16]([CH3:18])[C:14](=[N:11][C:9]([C:4]1[CH:5]=[N:6][C:7]([Cl:8])=[C:2]([Cl:1])[CH:3]=1)=[O:10])[CH3:15]. Procedure: A mixture of 5,6-dichloro-3-pyridinecarboxamide (4.0 g, 0.02 mol), dimethylacetamide dimethyl acetal (8 mL) was heated in an oil bath at 120° C. for three hours. The reaction mixture was cooled to room temperature and the solid recrystallised from ethyl acetate:hexane in the presence of activated carbon to give the desired product (2.3 g, 42%) as an orange solid.